describe an organic reaction: reactants, conditions, products, and yield From a dataset of the Open Reaction Database (ORD), a public repository of structured organic reaction records. Starting materials: ClCCCCC1(C(NC2=CC=C(C=C12)F)=O)CC (3-(4-chlorobutyl)-3-ethyl-5-fluoro-1,3-dihydro-2H-indol-2-one), ClC=1C=C(C=CC1Cl)N1CCNCC1 (1-(3,4-dichlorophenyl)-piperazine). Yields the product ClC=1C=C(C=CC1Cl)N1CCN(CC1)CCCCC1(C(NC2=CC=C(C=C12)F)=O)CC (3-{4-[4-(3,4-dichlorophenyl)-piperazin-1-yl]-butyl}-3-ethyl-5-fluoro-1,3-dihydro-2H-indol-2-one). Reaction SMILES: Cl[CH2:2][CH2:3][CH2:4][CH2:5][C:6]1([CH2:17][CH3:18])[C:14]2[C:9](=[CH:10][CH:11]=[C:12]([F:15])[CH:13]=2)[NH:8][C:7]1=[O:16].[Cl:19][C:20]1[CH:21]=[C:22]([N:27]2[CH2:32][CH2:31][NH:30][CH2:29][CH2:28]2)[CH:23]=[CH:24][C:25]=1[Cl:26]>>[Cl:19][C:20]1[CH:21]=[C:22]([N:27]2[CH2:32][CH2:31][N:30]([CH2:2][CH2:3][CH2:4][CH2:5][C:6]3([CH2:17][CH3:18])[C:14]4[C:9](=[CH:10][CH:11]=[C:12]([F:15])[CH:13]=4)[NH:8][C:7]3=[O:16])[CH2:29][CH2:28]2)[CH:23]=[CH:24][C:25]=1[Cl:26]. Procedure details: The title compound is prepared according to process H by applying processing method 1 from 3-(4-chlorobutyl)-3-ethyl-5-fluoro-1,3-dihydro-2H-indol-2-one and 1-(3,4-dichlorophenyl)-piperazine. As a reaction SMILES: [C:15](#[CH:16])[c:17]1[cH:18][cH:19][c:20]([O:21][CH2:22][CH2:23][OH:24])[cH:25][cH:26]1.[CH2:27]1[CH2:28][CH2:29][NH:30][CH2:31][CH2:32]1.[CH2:33]1[O:34][CH2:35][CH2:36][CH2:37]1.[Cl:1][c:2]1[cH:3][cH:4][c:5](-[c:8]2[n:9][cH:10][c:11]([I:14])[n:12][cH:13]2)[cH:6][cH:7]1.[Cu:38][I:39]>>[Cl:1][c:2]1[cH:3][cH:4][c:5](-[c:8]2[n:9][cH:10][c:11]([C:16]#[C:15][c:17]3[cH:18][cH:19][c:20]([O:21][CH2:22][CH2:23][OH:24])[cH:25][cH:26]3)[n:12][cH:13]2)[cH:6][cH:7]1. Starting materials: C#Cc1ccc(OCCO)cc1, C1CCNCC1, C1CCOC1, Clc1ccc(-c2cnc(I)cn2)cc1, [Cu]I. Product: OCCOc1ccc(C#Cc2cnc(-c3ccc(Cl)cc3)cn2)cc1. Reactants: CCS(=O)(=O)N1CCC(c2n[nH]c3c(C#N)cc(Br)cc23)CC1, OB(O)c1ccccc1F, [K+], C1COCCO1, [OH-], O, c1ccc(P(c2ccccc2)(c2ccccc2)[Pd](P(c2ccccc2)(c2ccccc2)c2ccccc2)(P(c2ccccc2)(c2ccccc2)c2ccccc2)P(c2ccccc2)(c2ccccc2)c2ccccc2)cc1. Yields the product CCS(=O)(=O)N1CCC(c2n[nH]c3c(C#N)cc(-c4ccccc4F)cc23)CC1. As a reaction SMILES: [Br:1][c:2]1[cH:3][c:4]2[c:5]([CH:13]3[CH2:14][CH2:15][N:16]([S:19](=[O:20])(=[O:21])[CH2:22][CH3:23])[CH2:17][CH2:18]3)[n:6][nH:7][c:8]2[c:9]([C:11]#[N:12])[cH:10]1.[F:24][c:25]1[c:26]([B:31]([OH:32])[OH:33])[cH:27][cH:28][cH:29][cH:30]1.[K+:35].[O:37]1[CH2:38][CH2:39][O:40][CH2:41][CH2:42]1.[OH-:34].[OH2:36].[cH:43]1[cH:44][cH:45][c:46]([P:47]([Pd:48]([P:49]([c:50]2[cH:51][cH:52][cH:53][cH:54][cH:55]2)([c:56]2[cH:57][cH:58][cH:59][cH:60][cH:61]2)[c:62]2[cH:63][cH:64][cH:65][cH:66][cH:67]2)([P:68]([c:69]2[cH:70][cH:71][cH:72][cH:73][cH:74]2)([c:75]2[cH:76][cH:77][cH:78][cH:79][cH:80]2)[c:81]2[cH:82][cH:83][cH:84][cH:85][cH:86]2)[P:87]([c:88]2[cH:89][cH:90][cH:91][cH:92][cH:93]2)([c:94]2[cH:95][cH:96][cH:97][cH:98][cH:99]2)[c:100]2[cH:101][cH:102][cH:103][cH:104][cH:105]2)([c:106]2[cH:107][cH:108][cH:109][cH:110][cH:111]2)[c:112]2[cH:113][cH:114][cH:115][cH:116][cH:117]2)[cH:118][cH:119]1>>[c:2]1(-[c:26]2[c:25]([F:24])[cH:30][cH:29][cH:28][cH:27]2)[cH:3][c:4]2[c:5]([CH:13]3[CH2:14][CH2:15][N:16]([S:19](=[O:20])(=[O:21])[CH2:22][CH3:23])[CH2:17][CH2:18]3)[n:6][nH:7][c:8]2[c:9]([C:11]#[N:12])[cH:10]1. Product: ClC1=CC=C(OC(C(C(C=C)(C)C)=O)N2C=NC=C2)C=C1 (5-(4-chlorophenoxy)-3,3-dimethyl-5-(imidazol-1-yl)-pent-1-en-4-one). Starting materials: N1C=NC=C1 (imidazole), C1(=CC=CC=2C(=CC=CC12)S(=O)(=O)O)S(=O)(=O)O (naphthalene-1,5-disulphonic acid), BrC(C(C(C=C)(C)C)=O)OC1=CC=C(C=C1)Cl (5-bromo-5-(4-chlorophenoxy)-3,3-dimethylpent-1-en-4-one). RXN SMILES: Br[CH:2]([O:10][C:11]1[CH:16]=[CH:15][C:14]([Cl:17])=[CH:13][CH:12]=1)[C:3](=[O:9])[C:4]([CH3:8])([CH3:7])[CH:5]=[CH2:6].[NH:18]1[CH:22]=[CH:21][N:20]=[CH:19]1.C1(S(O)(=O)=O)C2C=CC=C(S(O)(=O)=O)C=2C=CC=1>C(#N)C.CC(C)=O>[Cl:17][C:14]1[CH:15]=[CH:16][C:11]([O:10][CH:2]([N:18]2[CH:22]=[CH:21][N:20]=[CH:19]2)[C:3](=[O:9])[C:4]([CH3:8])([CH3:7])[CH:5]=[CH2:6])=[CH:12][CH:13]=1. The solvent is C(C)#N (acetonitrile), CC(=O)C (acetone), C(C)#N (acetonitrile). Procedure: 23 g of crude 5-bromo-5-(4-chlorophenoxy)-3,3-dimethylpent-1-en-4-one, dissolved in 30 ml of acetonitrile, were added dropwise to a solution of 28.6 g (0.42 mol) of imidazole in 250 ml of acetonitrile, in the course of 5 minutes. The mixture was then heated to the boil for a further 3 hours and the solution was concentrated under reduced pressure. The oily residue was taken up in 200 ml of ethyl acetate and the mixture was washed with three times 50 ml of water. After the organic phase had been ... Isolated yield 33.5%. Starting materials: O=C1CCC(=O)N1Br, COc1cncc(N2CCN(C(=O)OC(C)(C)C)CC2)c1, CC#N, [Na+], [OH-]. The product is COc1cc(N2CCN(C(=O)OC(C)(C)C)CC2)cnc1Br. As a reaction SMILES: [Br:1][N:2]1[C:3](=[O:4])[CH2:5][CH2:6][C:7]1=[O:8].[C:9]([CH3:10])([CH3:11])([CH3:12])[O:13][C:14](=[O:15])[N:16]1[CH2:17][CH2:18][N:19]([c:22]2[cH:23][n:24][cH:25][c:26]([O:28][CH3:29])[cH:27]2)[CH2:20][CH2:21]1.[CH3:32][C:33]#[N:34].[Na+:31].[OH-:30]>>[Br:1][c:25]1[n:24][cH:23][c:22]([N:19]2[CH2:18][CH2:17][N:16]([C:14]([O:13][C:9]([CH3:10])([CH3:11])[CH3:12])=[O:15])[CH2:21][CH2:20]2)[cH:27][c:26]1[O:28][CH3:29]. Starting materials: BrN1C(CCC1=O)=O (N-bromosuccinimide), NS(=O)(=O)O (amidosulfonic acid), CN(C(C(F)(F)F)=O)[Si](C)(C)C (N-methyl-N-trimethylsilyltrifluoroacetamide), C(C1=CC=CC=C1)(=O)NC1[C@@H]2N(C(=C(CS2=O)C)C(=O)O)C1=O (7-benzamido-3-methyl-3-cephem-4-carboxylic acid-1-oxide). Run in ClCCl (dicloromethane), ClCCl (dichloromethane). Reaction conditions: time 10 minute. Product: C(C1=CC=CC=C1)(=O)NC1[C@@H]2N(C(=C(CS2=O)CBr)C(=O)O[Si](C)(C)C)C1=O (trimethylsilyl 7-benzamido-3-bromomethyl-3-cephem-4-carboxylate-1-oxide). Yield: 59.0%. RXN SMILES: CN([Si:9]([CH3:12])([CH3:11])[CH3:10])C(=O)C(F)(F)F.[C:13]([NH:21][CH:22]1[C:34](=[O:35])[N:24]2[C:25]([C:31]([OH:33])=[O:32])=[C:26]([CH3:30])[CH2:27][S:28](=[O:29])[C@H:23]12)(=[O:20])[C:14]1[CH:19]=[CH:18][CH:17]=[CH:16][CH:15]=1.NS(O)(=O)=O.[Br:41]N1C(=O)CCC1=O>ClCCl>[C:13]([NH:21][CH:22]1[C:34](=[O:35])[N:24]2[C:25]([C:31]([O:33][Si:9]([CH3:12])([CH3:11])[CH3:10])=[O:32])=[C:26]([CH2:30][Br:41])[CH2:27][S:28](=[O:29])[C@H:23]12)(=[O:20])[C:14]1[CH:19]=[CH:18][CH:17]=[CH:16][CH:15]=1. Procedure details: 324 mg (1.63 mmoles) of N-methyl-N-trimethylsilyltrifluoroacetamide were added to a suspension of 409 mg (1.22 mmoles) of 7-benzamido-3-methyl-3-cephem-4-carboxylic acid-1-oxide in 25 ml of dichloromethane and after stirring at room temperature for 10 minutes, a clear, slightly yellow solution was obtained. This was diluted to 40 ml with dicloromethane and 50 mg of amidosulfonic acid (0.51 mmole) were added. This solution was cooled in an ice-bath and was brominated in one hour with 301 mg (1.70... Starting materials: BrC1=C(C=NC2=CC(=CC=C12)Cl)S(=O)(=O)C1=CC=C(C=C1)Cl (4-bromo-7-chloro-3-(4-chloro-benzenesulfonyl)-quinoline), FC1=CC=C(C=C1)B(O)O (4-fluorophenylboronic acid), tetrakis-(triphenylphosphin)palladium(0). Solvent: COCCOC (1,2-dimethoxyethane), C([O-])([O-])=O.[Na+].[Na+] (sodium carbonate). Run at temperature 70 celsius, time 2 hour. Yields the product ClC1=CC=C2C(=C(C=NC2=C1)S(=O)(=O)C1=CC=C(C=C1)Cl)C1=CC=C(C=C1)F (7-chloro-3-(4-chloro-benzenesulfonyl)-4-(4-fluoro-phenyl)-quinoline). Yield: 67.1%. RXN SMILES: Br[C:2]1[C:11]2[C:6](=[CH:7][C:8]([Cl:12])=[CH:9][CH:10]=2)[N:5]=[CH:4][C:3]=1[S:13]([C:16]1[CH:21]=[CH:20][C:19]([Cl:22])=[CH:18][CH:17]=1)(=[O:15])=[O:14].[F:23][C:24]1[CH:29]=[CH:28][C:27](B(O)O)=[CH:26][CH:25]=1>COCCOC.C(=O)([O-])[O-].[Na+].[Na+]>[Cl:12][C:8]1[CH:7]=[C:6]2[C:11]([C:2]([C:27]3[CH:28]=[CH:29][C:24]([F:23])=[CH:25][CH:26]=3)=[C:3]([S:13]([C:16]3[CH:21]=[CH:20][C:19]([Cl:22])=[CH:18][CH:17]=3)(=[O:15])=[O:14])[CH:4]=[N:5]2)=[CH:10][CH:9]=1 |f:3.4.5|. Reported procedure: A mixture of 4-bromo-7-chloro-3-(4-chloro-benzenesulfonyl)-quinoline (0.42 g, 1 mmol), 4-fluorophenylboronic acid (0.21 g, 1.5 mmol) and tetrakis-(triphenylphosphin)palladium(0) (0.08 g, 0.07 mmol) in 30 ml 1,2-dimethoxyethane and 8 ml of 2M aqueous sodium carbonate solution was stirred for 2 hours at 70° C. After cooling the mixture was concentrated in vacuo. The crude residue was purified by column chromatography on silica gel (Kieselgel 60, eluent: chloroform) and crystallized from methanol t... Reactants: C1CCOC1, CCOC(=O)OC1C=CC(n2cnc3c(NC(CO)Cc4ccccc4)nc(C(=O)OC)nc32)C1, CC(C)(C)OC(=O)NC(=O)OC(C)(C)C, O=C(C=Cc1ccccc1)C=Cc1ccccc1, O=C(C=Cc1ccccc1)C=Cc1ccccc1, O=C(C=Cc1ccccc1)C=Cc1ccccc1, [Pd], [Pd], c1ccc(P(c2ccccc2)c2ccccc2)cc1. Product: COC(=O)c1nc(NC(CO)Cc2ccccc2)c2ncn(C3C=CC(N(C(=O)OC(C)(C)C)C(=O)OC(C)(C)C)C3)c2n1. Reaction SMILES: [CH2:70]1[O:71][CH2:72][CH2:73][CH2:74]1.[CH3:1][O:2][C:3](=[O:4])[c:5]1[n:6][c:7]([NH:25][CH:26]([CH2:27][c:28]2[cH:29][cH:30][cH:31][cH:32][cH:33]2)[CH2:34][OH:35])[c:8]2[n:9][cH:10][n:11]([CH:14]3[CH:15]=[CH:16][CH:17]([O:19][C:20]([O:21][CH2:22][CH3:23])=[O:24])[CH2:18]3)[c:12]2[n:13]1.[NH:36]([C:37](=[O:38])[O:39][C:40]([CH3:41])([CH3:42])[CH3:43])[C:44](=[O:45])[O:46][C:47]([CH3:48])([CH3:49])[CH3:50].[O:113]=[C:114]([CH:115]=[CH:116][c:117]1[cH:118][cH:119][cH:120][cH:121][cH:122]1)[CH:123]=[CH:124][c:125]1[cH:126][cH:127][cH:128][cH:129][cH:130]1.[O:77]=[C:78]([CH:79]=[CH:80][c:81]1[cH:82][cH:83][cH:84][cH:85][cH:86]1)[CH:87]=[CH:88][c:89]1[cH:90][cH:91][cH:92][cH:93][cH:94]1.[O:95]=[C:96]([CH:97]=[CH:98][c:99]1[cH:100][cH:101][cH:102][cH:103][cH:104]1)[CH:105]=[CH:106][c:107]1[cH:108][cH:109][cH:110][cH:111][cH:112]1.[Pd:75].[Pd:76].[c:51]1([P:52]([c:53]2[cH:54][cH:55][cH:56][cH:57][cH:58]2)[c:59]2[cH:60][cH:61][cH:62][cH:63][cH:64]2)[cH:65][cH:66][cH:67][cH:68][cH:69]1>>[CH3:1][O:2][C:3](=[O:4])[c:5]1[n:6][c:7]([NH:25][CH:26]([CH2:27][c:28]2[cH:29][cH:30][cH:31][cH:32][cH:33]2)[CH2:34][OH:35])[c:8]2[n:9][cH:10][n:11]([CH:14]3[CH:15]=[CH:16][CH:17]([N:36]([C:37](=[O:38])[O:39][C:40]([CH3:41])([CH3:42])[CH3:43])[C:44](=[O:45])[O:46][C:47]([CH3:48])([CH3:49])[CH3:50])[CH2:18]3)[c:12]2[n:13]1.